From a dataset of the Open Reaction Database (ORD), a public repository of structured organic reaction records. describe an organic reaction: reactants, conditions, products, and yield The reactants are O=C(C)C=C(C)C (mesityl oxide), P(OC(C)C)(OC(C)C)[O-] (diisopropyl phosphite), C1=CC=CC=C1 (benzene), P(OC(C)C)(OC(C)C)[O-] (diisopropyl phosphite), O1PCCC1 (oxaphospholane), C(C)(=O)O (acetic acid), C1=CC=CC=C1 (benzene). Reagents/catalysts: [Na] (sodium). Product: O=P1(OC(CC1(C)C)(P(=O)(OC(C)C)OC(C)C)C)OC(C)C (2-Oxo-2-isopropoxy-3,3,5-trimethyl-5-diisopropylphosphono-1,2-oxaphospholane). RXN SMILES: [O:1]=[C:2]([CH:4]=[C:5]([CH3:7])[CH3:6])[CH3:3].[P:8]([O-:17])([O:13][CH:14]([CH3:16])[CH3:15])[O:9][CH:10]([CH3:12])[CH3:11].[C:18]([OH:21])(=O)[CH3:19].[O:22]1CCC[PH:23]1.[CH:27]1C=CC=CC=1>[Na]>[O:22]=[P:23]1([O:21][CH:18]([CH3:19])[CH3:27])[C:5]([CH3:7])([CH3:6])[CH2:4][C:2]([CH3:3])([P:8]([O:13][CH:14]([CH3:16])[CH3:15])([O:9][CH:10]([CH3:12])[CH3:11])=[O:17])[O:1]1 |^1:32|. Procedure: As described in Example 4, a mixture of 19.6 g of mesityl oxide (0.20 mole), 99.6 g of diisopropyl phosphite (0.60 mole) and 100 ml of benzene was reacted with 2.1 g of sodium as catalyst over the course of 10 minutes. The reaction was vigorously exothermic. After a subsequent reaction for 15 minutes at the boiling temperature, the reaction mixture was neutralized with 5.5 g of glacial acetic acid and diluted with 150 ml of benzene. After the reaction solution cooled, it was extracted with 20 ml... The reactants are ClC1=C(C=C(C(=O)O)C=C1)I (4-chloro-3-iodobenzoic acid), BrC=1C=C(C(=O)Cl)C=CC1F (3-bromo-4-fluorobenzoyl chloride). Yields the product ClC1=C(C=C(C(=O)Cl)C=C1)I (4-Chloro-3-iodobenzoylchloride). As a reaction SMILES: [Cl:1][C:2]1[CH:10]=[CH:9][C:5]([C:6](O)=[O:7])=[CH:4][C:3]=1[I:11].BrC1C=C(C=CC=1F)C([Cl:18])=O>>[Cl:1][C:2]1[CH:10]=[CH:9][C:5]([C:6]([Cl:18])=[O:7])=[CH:4][C:3]=1[I:11]. Procedure details: 4-Chloro-3-iodobenzoylchloride was prepared from 4-chloro-3-iodobenzoic acid according to the procedure described in Example 183 for the synthesis of 3-bromo-4-fluorobenzoyl chloride. Reactants: ClC=1C=C2C(CCOC2=CC1OC1=CC=C(C=C1)C(NCCC1=C(C=C(C=C1)Cl)OC)=O)C(=O)OCC (ethyl 6-chloro-7-(4-(4-chloro-2-methoxyphenethylcarbamoyl)phenoxy)chroman-4-carboxylate), [OH-].[Na+] (sodium hydroxide). Run in C1CCOC1.CCO (THF EtOH). Reaction conditions: time 8 hour. Product: ClC=1C=C2C(CCOC2=CC1OC1=CC=C(C=C1)C(NCCC1=C(C=C(C=C1)Cl)OC)=O)C(=O)O (6-chloro-7-(4-(4-chloro-2-methoxyphenethylcarbamoyl)phenoxy)chroman-4-carboxylic acid). The yield is 84.0%. As a reaction SMILES: [Cl:1][C:2]1[CH:3]=[C:4]2[C:9](=[CH:10][C:11]=1[O:12][C:13]1[CH:18]=[CH:17][C:16]([C:19](=[O:32])[NH:20][CH2:21][CH2:22][C:23]3[CH:28]=[CH:27][C:26]([Cl:29])=[CH:25][C:24]=3[O:30][CH3:31])=[CH:15][CH:14]=1)[O:8][CH2:7][CH2:6][CH:5]2[C:33]([O:35]CC)=[O:34].[OH-].[Na+]>C1COCC1.CCO>[Cl:1][C:2]1[CH:3]=[C:4]2[C:9](=[CH:10][C:11]=1[O:12][C:13]1[CH:18]=[CH:17][C:16]([C:19](=[O:32])[NH:20][CH2:21][CH2:22][C:23]3[CH:28]=[CH:27][C:26]([Cl:29])=[CH:25][C:24]=3[O:30][CH3:31])=[CH:15][CH:14]=1)[O:8][CH2:7][CH2:6][CH:5]2[C:33]([OH:35])=[O:34] |f:1.2,3.4|. Procedure: To a solution of ethyl 6-chloro-7-(4-(4-chloro-2-methoxyphenethylcarbamoyl)phenoxy)chroman-4-carboxylate (31.0 g, 56.9 mmol) in 3:1 THF/EtOH (200 ml) was added sodium hydroxide (120 ml, 120 mmol), and the reaction was allowed to stir overnight at ambient temperature, at which point it was complete as determined by thin layer chromatography. The reaction was concentrated to about 25% volume, taken up in 100 ml of EtOH and 100 ml of water, and acidified with 10 ml of concentrated HCl with stirring... Reactants: CC(=O)[O-], CC(=O)[O-], C=Cc1ccc(B(O)O)cc1, CC1Cc2cccc(Cl)c2C1=O, [Na+], [Na+], O=C([O-])[O-], O, [Pd+2]. Product: C=Cc1ccc(-c2cccc3c2C(=O)C(C)C3)cc1. Reaction SMILES: [C:30]([O-:31])(=[O:32])[CH3:33].[C:35]([O-:36])(=[O:37])[CH3:38].[CH2:13]=[CH:14][c:15]1[cH:16][cH:17][c:18]([B:21]([OH:22])[OH:23])[cH:19][cH:20]1.[Cl:1][c:2]1[cH:3][cH:4][cH:5][c:6]2[c:10]1[C:9](=[O:11])[CH:8]([CH3:12])[CH2:7]2.[Na+:24].[Na+:25].[O-:26][C:27](=[O:28])[O-:29].[OH2:39].[Pd+2:34]>>[c:2]1(-[c:18]2[cH:17][cH:16][c:15]([CH:14]=[CH2:13])[cH:20][cH:19]2)[cH:3][cH:4][cH:5][c:6]2[c:10]1[C:9](=[O:11])[CH:8]([CH3:12])[CH2:7]2. The reactants are Cc1cccc(C(=O)CBr)c1, CCO, [K+], O, N#C[S-]. Product: Cc1cccc(C(=O)CSC#N)c1. Reaction SMILES: [Br:1][CH2:2][C:3](=[O:4])[c:5]1[cH:6][c:7]([CH3:11])[cH:8][cH:9][cH:10]1.[CH3:17][CH2:18][OH:19].[K+:12].[OH2:16].[S-:13][C:14]#[N:15]>>[CH2:2]([C:3](=[O:4])[c:5]1[cH:6][c:7]([CH3:11])[cH:8][cH:9][cH:10]1)[S:13][C:14]#[N:15]. The reactants are C(C1=CC=CC=C1)N1CC2(CC1)C=1N(CCC2)C=NC1 (1′-benzyl-6,7-dihydro-5H-spiro[imidazo[1,5-a]pyridine-8,3′-pyrrolidine]), Cl (hydrochloric acid), [H][H] (hydrogen). Reagents/catalysts: [Pd] (Pd/C). Run in CO (methanol). Yields the product N1CC2(CC1)C=1N(CCC2)C=NC1 (6,7-Dihydro-5H-spiro[imidazo[1,5-a]pyridine-8,3′-pyrrolidine]). As a reaction SMILES: C([N:8]1[CH2:12][CH2:11][C:10]2([CH2:17][CH2:16][CH2:15][N:14]3[CH:18]=[N:19][CH:20]=[C:13]23)[CH2:9]1)C1C=CC=CC=1.Cl.[H][H]>CO.[Pd]>[NH:8]1[CH2:12][CH2:11][C:10]2([CH2:17][CH2:16][CH2:15][N:14]3[CH:18]=[N:19][CH:20]=[C:13]23)[CH2:9]1. Procedure: A solution of 1.00 mmol of 1′-benzyl-6,7-dihydro-5H-spiro[imidazo[1,5-a]pyridine-8,3′-pyrrolidine] in 5 ml of methanol is admixed with 1 mmol of 2M aqueous hydrochloric acid and 0.10 g of 10% Pd/C. The reaction mixture is hydrogenated with 1 bar of hydrogen at 22° C. for 18 hours. The reaction mixture is filtered over Hyflo and the filtrate is evaporated. The residue is taken up in ethyl acetate and the amine is liberated with saturated aqueous sodium carbonate solution. The phases are separated... Reactants: COC(CN=CC1=CC=CC=C1)=O (N-(phenylmethylene)glycine methyl ester), C(C)(C)NC(C)C (diisopropylamine), BrCCC=C (4-bromobutene), C(CCC)[Li] (n-butyllithium), solution. Solvent: O1CCCC1 (tetrahydrofuran), O1CCCC1 (tetrahydrofuran), O (water), CCCCCC (hexane). Conditions: temperature -78 celsius, time 30 minute. The product is COC(C(N=CC1=CC=CC=C1)CCC=C)=O (N-(Phenylmethylene)-2-(3-butenyl)glycine methyl ester). Reaction SMILES: C(NC(C)C)(C)C.[CH2:8]([Li])[CH2:9][CH2:10][CH3:11].[CH3:13][O:14][C:15](=[O:25])[CH2:16][N:17]=[CH:18][C:19]1[CH:24]=[CH:23][CH:22]=[CH:21][CH:20]=1.BrCCC=C>O1CCCC1.CCCCCC.O>[CH3:13][O:14][C:15](=[O:25])[CH:16]([CH2:11][CH2:10][CH:9]=[CH2:8])[N:17]=[CH:18][C:19]1[CH:24]=[CH:23][CH:22]=[CH:21][CH:20]=1. Procedure: Dissolve diisopropylamine (15.4 mL, 110 mmol) in tetrahydrofuran (250 mL), place under a nitrogen atmosphere and cool to -78° C. Add n-butyllithium (39 mL of a 2.7M solution in hexane, 105 mmol). Stir for 30 minutes and add, by dropwise addition, a solution of N-(phenylmethylene)glycine methyl ester (17.7 g, 100 mmol) in tetrahydrofuran (25 mL). Stir for 15 minutes and add 4-bromobutene (13.5 g, 100 mmol) and allow to warm slowly to room temperature. Add hexamethylphosmhoramide (20 mL, 100 mmol)...